Dataset: the Open Reaction Database (ORD), a public repository of structured organic reaction records. Task: describe an organic reaction: reactants, conditions, products, and yield Reactants: C(C)OC(CSC1=C(C=C(C=C1)[N+](=O)[O-])[N+](=O)[O-])=O ((2,4-dinitro-phenylsulfanyl)-acetic acid ethyl ester), O (water). The reagents and catalysts are [Fe] (iron). Solvent: C(C)(=O)O (acetic acid), C(C)(=O)OCC (ethyl acetate), C(C)(=O)O (acetic acid). Reaction conditions: temperature 80 celsius, time 8 hour. Yields the product NC=1C=CC2=C(NC(CS2)=O)C1 (6-amino-4H-benzo[1,4]thiazin-3-one). RXN SMILES: O.C([O:4][C:5](=O)[CH2:6][S:7][C:8]1[CH:13]=[CH:12][C:11]([N+:14]([O-])=O)=[CH:10][C:9]=1[N+:17]([O-])=O)C>C(O)(=O)C.C(OCC)(=O)C.[Fe]>[NH2:14][C:11]1[CH:12]=[CH:13][C:8]2[S:7][CH2:6][C:5](=[O:4])[NH:17][C:9]=2[CH:10]=1. Procedure: A mixture of iron (30.2 g, 540 mmol), glacial acetic acid (2 mL), and water (40 mL) was prepared in a 500 mL 3-necked round bottom flask equipped with a dropping funnel and an overhead stirrer. A solution of (2,4-dinitro-phenylsulfanyl)-acetic acid ethyl ester (11.79 g, 41.2 mmol) in glacial acetic acid (40 mL) and ethyl acetate (40 mL) was added dropwise. After addition the dropping funnel was replaced with a condenser and the solution heated at 80° C. for 3.5 hrs, then allowed to stir overnigh...